This data is from the Open Reaction Database (ORD), a public repository of structured organic reaction records. The task is: describe an organic reaction: reactants, conditions, products, and yield Reactants: FC1=CC=C(C(=O)O)C=C1S(=O)(=O)N1CCCCC1 (4-fluoro-5-piperidinosulfonylbenzoic acid), COC1=CC=C(C(=O)O)C=C1S(=O)(=O)N1C(CC(CC1)C)C (4-methoxy-5-(2,4-dimethylpiperidinosulfonyl)benzoic acid), ClC1=CC=C(C(=O)O)C=C1S(=O)(=O)N1CC(CCC1)C (4-chloro-5-(3-methylpiperidinosulfonyl)benzoic acid), 4-methoxy-5-(2-p-bromophenethylaminosulfonyl)-benzoic acid, 4-bromo-5-hexamethyleneiminosulfonylbenzoic acid, COC1=CC=C(C(=O)O)C=C1S(=O)(=O)N(C(C)C)C(C)C (4-methoxy-5-di-i-propylaminosulfonylbenzoic acid), CC1=CC=C(C(=O)O)C=C1S(=O)(=O)NC1=CC(=CC(=C1)Br)Br (4-methyl-5-(3,5-dibromophenylaminosulfonyl)-benzoic acid), 4-methoxy-5-(4-biphenylethylaminosulfonyl)benzoic acid, CC1=CC=C(C(=O)O)C=C1S(=O)(=O)NCCCC1=CC=CC=C1 (4-methyl-5-(3-phenylpropylaminosulfonyl)benzoic acid), CC1=CC=C(C(=O)O)C=C1S(=O)(=O)N1CCC(CC1)(C)C (4-methyl-5-(4,4-dimethylpiperidinosulfonyl)benzoic acid), ClC1=CC=C(C(=O)O)C=C1S(=O)(=O)N1CC(CC(C1)C)C (4-chloro-5-(3,5-dimethylpiperidinosulfonyl)benzoic acid), ClC1=CC=C(C(=O)O)C=C1S(=O)(=O)N1CCOCC1 (4-chloro-5-morpholinosulfonylbenzoic acid), BrC1=CC=C(C(=O)O)C=C1S(=O)(=O)NCC1=CC=C(C=C1)Cl (4-bromo-5-(4-chlorobenzylaminosulfonyl)benzoic acid). Yields the product FC1=CC=C(C(=O)O)C=C1S(=O)(=O)N(C)C (4-fluoro-5-dimethylaminosulfonylbenzoic acid). Reaction SMILES: [F:1][C:2]1[C:10]([S:11]([N:14]2[CH2:19]CCC[CH2:15]2)(=[O:13])=[O:12])=[CH:9][C:5]([C:6]([OH:8])=[O:7])=[CH:4][CH:3]=1.ClC1C(S(N2CC(C)CC(C)C2)(=O)=O)=CC(C(O)=O)=CC=1.ClC1C(S(N2CCOCC2)(=O)=O)=CC(C(O)=O)=CC=1.ClC1C(S(N2CCCC(C)C2)(=O)=O)=CC(C(O)=O)=CC=1.BrC1C(S(NCC2C=CC(Cl)=CC=2)(=O)=O)=CC(C(O)=O)=CC=1.CC1C(S(N2CCC(C)(C)CC2)(=O)=O)=CC(C(O)=O)=CC=1.CC1C(S(NC2C=C(Br)C=C(Br)C=2)(=O)=O)=CC(C(O)=O)=CC=1.CC1C(S(NCCCC2C=CC=CC=2)(=O)=O)=CC(C(O)=O)=CC=1.COC1C(S(N2CCC(C)CC2C)(=O)=O)=CC(C(O)=O)=CC=1.COC1C(S(N(C(C)C)C(C)C)(=O)=O)=CC(C(O)=O)=CC=1>>[F:1][C:2]1[C:10]([S:11]([N:14]([CH3:19])[CH3:15])(=[O:13])=[O:12])=[CH:9][C:5]([C:6]([OH:8])=[O:7])=[CH:4][CH:3]=1. Reported procedure: 4-fluoro-5-piperidinosulfonylbenzoic acid; 4-chloro-5-(3,5-dimethylpiperidinosulfonyl)benzoic acid; 4-chloro-5-morpholinosulfonylbenzoic acid; 4-chloro-5-(3-methylpiperidinosulfonyl)benzoic acid; 4-bromo-5-hexamethyleneiminosulfonylbenzoic acid; 4-bromo-5-(4-chlorobenzylaminosulfonyl)benzoic acid; 4-methyl-5-(4,4-dimethylpiperidinosulfonyl)benzoic acid; 4-methyl-5-(3,5-dibromophenylaminosulfonyl)-benzoic acid; 4-methyl-5-(3-phenylpropylaminosulfonyl)benzoic acid; 4-methoxy-5-(2,4-dimethylpiperid...